This data is from the Open Reaction Database (ORD), a public repository of structured organic reaction records. The task is: describe an organic reaction: reactants, conditions, products, and yield Reactants: NaH2PO2, BrC1=CC=2C(C3=CC=C(C=C3C(C2C=C1)=O)Br)=O (2,6-dibromoanthraquinone), C1(=CC=CC2=CC=CC=C12)[Li] (1-naphthyl lithium). Run in CCOCC (Et2O), CCOCC (Et2O), CC(=O)O (AcOH). Reaction conditions: temperature 130 celsius, time 24 hour. The product is BrC1=CC2=C(C3=CC=C(C=C3C(=C2C=C1)C1=CC=CC2=CC=CC=C12)Br)C1=CC=CC2=CC=CC=C12 (2,6-dibromo-9,10-di-1-naphthylanthracene). Isolated yield 49.8%. RXN SMILES: [C:1]1([Li])[C:10]2[C:5](=[CH:6][CH:7]=[CH:8][CH:9]=2)[CH:4]=[CH:3][CH:2]=1.[Br:12][C:13]1[CH:26]=[CH:25][C:24]2[C:23](=O)[C:22]3[C:17](=[CH:18][CH:19]=[C:20]([Br:28])[CH:21]=3)[C:16](=O)[C:15]=2[CH:14]=1>CCOCC.CC(O)=O>[Br:12][C:13]1[CH:26]=[CH:25][C:24]2[C:15](=[C:16]([C:9]3[C:10]4[C:5](=[CH:4][CH:3]=[CH:2][CH:1]=4)[CH:6]=[CH:7][CH:8]=3)[C:17]3[C:22]([C:23]=2[C:1]2[C:10]4[C:5](=[CH:6][CH:7]=[CH:8][CH:9]=4)[CH:4]=[CH:3][CH:2]=2)=[CH:21][C:20]([Br:28])=[CH:19][CH:18]=3)[CH:14]=1. Procedure details: 5 g of 1-naphthyl lithium was dissolved in Et2O, and the resulting solution was gradually added dropwise to a solution containing 5 g of 2,6-dibromoanthraquinone dissolved in Et2O. This reaction was carried out on a dry ice bath. Then, the temperature of the reaction material was elevated to room temperature, thereby obtaining an intermediate product. The obtained intermediate product was filtered, thereby obtaining white solids. The white solids thus obtained were dissolved in 100 mL of AcOH, f... The reactants are Grignard reagent, C(C)[Mg]Br (ethyl magnesium bromide), C=CC1=CC=CC=C1 (styrene), α-chloro oximes, BrC1=C(C=O)C=CC=C1 (2-bromobenzaldehyde). Run in CCOCC (ether). Product: BrC1=C(C=CC=C1)C(CC)O (1(2-bromophenyl)propanol). RXN SMILES: [CH2:1]=[CH:2]C1C=CC=CC=1.[Br:9][C:10]1[CH:17]=[CH:16][CH:15]=[CH:14][C:11]=1[CH:12]=[O:13].C([Mg]Br)C>CCOCC>[Br:9][C:10]1[CH:17]=[CH:16][CH:15]=[CH:14][C:11]=1[CH:12]([OH:13])[CH2:1][CH3:2]. Reported procedure: With the exception of three compounds, the styrene compounds disclosed herein to be utilized for preparing the α-chloro oximes ae known and their preparations are published in the prior art. The compounds not previously prepared are synthesized following well-known published procedures. Thus, 2-bromobenzaldehyde is allowed to react with a Grignard reagent, ethyl magnesium bromide in anhydrous ether, to yield 1(2-bromophenyl)propanol. This propanol derivative is then dehydrated by refluxing it in...